From a dataset of the Open Reaction Database (ORD), a public repository of structured organic reaction records. describe an organic reaction: reactants, conditions, products, and yield Starting materials: Cl.N1CCC(CC1)(O)O (piperidine-4,4-diol hydrochloride salt), C([O-])([O-])=O.[K+].[K+] (potassium carbonate), CC1=C(C(=O)Cl)C=CC=C1 (2-methylbenzoyl chloride). Solvent: O (H2O), ClCCl (DICHLOROMETHANE). Run at time 2 hour. Yields the product CC1=C(C(=O)N2CCC(CC2)=O)C=CC=C1 (1-(2-methylbenzoyl)piperidin-4-one). The yield is 106.2%. RXN SMILES: [CH3:1][C:2]1[CH:10]=[CH:9][CH:8]=[CH:7][C:3]=1[C:4](Cl)=[O:5].Cl.[NH:12]1[CH2:17][CH2:16][C:15](O)([OH:18])[CH2:14][CH2:13]1.C(=O)([O-])[O-].[K+].[K+]>ClCCl.O>[CH3:1][C:2]1[CH:10]=[CH:9][CH:8]=[CH:7][C:3]=1[C:4]([N:12]1[CH2:17][CH2:16][C:15](=[O:18])[CH2:14][CH2:13]1)=[O:5] |f:1.2,3.4.5|. Procedure: To a solution of 2-methylbenzoyl chloride (800 mg, 5.2 mmol) in 5 mL of DICHLOROMETHANE was added a mixture of piperidine-4,4-diol hydrochloride salt 800 mg, 5.2 mmol) and potassium carbonate (716 mg, 5.2 mmol) in 5 mL H2O and stirred at room temperature for 2 hours. Layers were separated and aqueous layer was extracted with dichloromethane (3×10 mL). Organic layers were combined, dried, filtered and the filtrate was concentrated in vacuo to give the tile compound (1.2 g) as light yellow oil. MS... Product: O.ClC1=CC=C(C=C1)C1=NC=2C(=NC=CC2)N1CC(N)=S (2-(4-Chlorophenyl)-3H-imidazo[4,5-b]pyridine-3-ethanethioamide hydrate). Conditions: time 5 hour. Isolated yield 29.3%. As a reaction SMILES: [Cl:1][C:2]1[CH:7]=[CH:6][C:5]([C:8]2[N:16]([CH2:17][C:18]([NH2:20])=[O:19])[C:11]3=[N:12][CH:13]=[CH:14][CH:15]=[C:10]3[N:9]=2)=[CH:4][CH:3]=1.P12(SP3(SP(SP(S3)(S1)=S)(=S)S2)=S)=[S:22]>C(#N)C>[OH2:19].[Cl:1][C:2]1[CH:7]=[CH:6][C:5]([C:8]2[N:16]([CH2:17][C:18](=[S:22])[NH2:20])[C:11]3=[N:12][CH:13]=[CH:14][CH:15]=[C:10]3[N:9]=2)=[CH:4][CH:3]=1 |f:3.4|. Solvent: C(C)#N (acetonitrile). Reported procedure: A mixture of 2-(4-chlorophenyl)-3H-imidazo[4,5-b]pyridine-3-acetamide (3.44 g, 0.012 mole) and phosphorus pentasulfide (1.47 g, 0.0033 mole) in 150 ml of dry acetonitrile (dried over molecular sieves) was heated at reflux for 3 hr. The reaction mixture was filtered and washed with boiling acetonitrile. The solid residue in the flask was treated with boiling methanol and filtered. The methanol and acetonitrile filtrates were combined and evaporated to dryness. The residue was treated with acetone... Reactants: ClC1=CC=C(C=C1)C1=NC=2C(=NC=CC2)N1CC(=O)N (2-(4-chlorophenyl)-3H-imidazo[4,5-b]pyridine-3-acetamide), P12(=S)SP3(=S)SP(=S)(S1)SP(=S)(S2)S3 (phosphorus pentasulfide). The reactants are CS(=O)(=O)Cl, O, Cc1cc(C)c(C(C#N)=CO)c(C)c1, c1ccncc1. Yields the product Cc1cc(C)c(C(C#N)=CS(C)(=O)=O)c(C)c1. Reaction SMILES: [CH3:15][S:16]([Cl:17])(=[O:18])=[O:19].[OH2:20].[OH:1][CH:2]=[C:3]([C:4]#[N:5])[c:6]1[c:7]([CH3:14])[cH:8][c:9]([CH3:13])[cH:10][c:11]1[CH3:12].[cH:21]1[cH:22][cH:23][n:24][cH:25][cH:26]1>>[CH:2](=[C:3]([C:4]#[N:5])[c:6]1[c:7]([CH3:14])[cH:8][c:9]([CH3:13])[cH:10][c:11]1[CH3:12])[S:16]([CH3:15])(=[O:18])=[O:19].